This data is from the Open Reaction Database (ORD), a public repository of structured organic reaction records. The task is: describe an organic reaction: reactants, conditions, products, and yield Reactants: FC(C(=O)O)(F)F (Trifluoroacetic acid), C(C)(C)(C)OC(=O)N1CCN(CC1)C1=CC=C(C=C1)N1CCN(CC1)C(=O)OC(C)(C)C (1,4-bis(4-tert-butoxycarbonyl-1-piperazinyl)benzene). Run in C(Cl)Cl (methylene chloride). Reaction conditions: time 30 minute. Product: N1(CCNCC1)C1=CC=C(C=C1)N1CCNCC1 (1,4-bis(1-Piperazinyl)benzene). Isolated yield 96.8%. Reaction SMILES: FC(F)(F)C(O)=O.C(OC([N:15]1[CH2:20][CH2:19][N:18]([C:21]2[CH:26]=[CH:25][C:24]([N:27]3[CH2:32][CH2:31][N:30](C(OC(C)(C)C)=O)[CH2:29][CH2:28]3)=[CH:23][CH:22]=2)[CH2:17][CH2:16]1)=O)(C)(C)C>C(Cl)Cl>[N:18]1([C:21]2[CH:22]=[CH:23][C:24]([N:27]3[CH2:28][CH2:29][NH:30][CH2:31][CH2:32]3)=[CH:25][CH:26]=2)[CH2:17][CH2:16][NH:15][CH2:20][CH2:19]1. Procedure: Trifluoroacetic acid (1 ml) was added to a solution in methylene chloride (1 ml) of 1,4-bis(4-tert-butoxycarbonyl-1-piperazinyl)benzene (59 mg; 0.13 mmol) synthesized by the above process under ice cooling, and the mixture was stirred for 30 minutes. The reaction mixture was then concentrated under reduced pressure, and the resultant concentrated residue (81 mg) was dissolved in methanol-chloroform (1:2). The solution was applied to a column packed with alumina (3 g), and the column was eluted w... Reactants: C(C)(C)OC=1C=C(C=CC=O)C=CC1OCC=1N=C(OC1C)C1=CC=CC=C1 (3-isopropoxy-4-(5-methyl-2-phenyl-4-oxazolylmethoxy)cinnamaldehyde), O1C(NC(C1)=O)=O (2,4-oxazolidinedione). Product: C(C)(C)OC=1C=C(C=CC1OCC=1N=C(OC1C)C1=CC=CC=C1)CCCC1C(NC(O1)=O)=O (5-[3-[3-isopropoxy-4-(5-methyl-2-phenyl-4-oxazolylmethoxy)phenyl]propyl]-2,4-oxazolidinedione). As a reaction SMILES: [CH:1]([O:4][C:5]1[CH:6]=[C:7]([CH:12]=[CH:13][C:14]=1[O:15][CH2:16][C:17]1[N:18]=[C:19]([C:23]2[CH:28]=[CH:27][CH:26]=[CH:25][CH:24]=2)[O:20][C:21]=1[CH3:22])[CH:8]=[CH:9][CH:10]=O)([CH3:3])[CH3:2].[O:29]1[CH2:33][C:32](=[O:34])[NH:31][C:30]1=[O:35]>>[CH:1]([O:4][C:5]1[CH:6]=[C:7]([CH2:8][CH2:9][CH2:10][CH:33]2[O:29][C:30](=[O:35])[NH:31][C:32]2=[O:34])[CH:12]=[CH:13][C:14]=1[O:15][CH2:16][C:17]1[N:18]=[C:19]([C:23]2[CH:28]=[CH:27][CH:26]=[CH:25][CH:24]=2)[O:20][C:21]=1[CH3:22])([CH3:2])[CH3:3]. Reported procedure: In substantially the same manner as in Working Example 11, 3-isopropoxy-4-(5-methyl-2-phenyl-4-oxazolylmethoxy)cinnamaldehyde was condensed with 2,4-oxazolidinedione. The condensate was subjected to catalytic hydrogenation to yield 5-[3-[3-isopropoxy-4-(5-methyl-2-phenyl-4-oxazolylmethoxy)phenyl]propyl]-2,4-oxazolidinedione, which was recrystallized from ethyl acetate-hexane to give colorless needles, m.p.120-121° C. Starting materials: COC=1C=CC=2C[C@@H]3[C@@H]4CCOC[C@@]4(C2C1)CCN3 (3-methoxy-6-oxamorphinan), C(C=C)Br (allyl bromide), C([O-])([O-])=O.[K+].[K+] (potassium carbonate). Run in C(C)#N (acetonitrile). Yields the product C(C=C)N1[C@H]2[C@@H]3CCOC[C@@]3(C=3C=C(C=CC3C2)OC)CC1 (17-Allyl-3-methoxy-6-oxamorphinan). Reaction SMILES: [CH3:1][O:2][C:3]1[CH:4]=[CH:5][C:6]2[CH2:7][C@H:8]3[NH:19][CH2:18][CH2:17][C@@:14]4([C:15]=2[CH:16]=1)[C@H:9]3[CH2:10][CH2:11][O:12][CH2:13]4.[CH2:20](Br)[CH:21]=[CH2:22].C(=O)([O-])[O-].[K+].[K+]>C(#N)C>[CH2:22]([N:19]1[CH2:18][CH2:17][C@@:14]23[C:15]4[CH:16]=[C:3]([O:2][CH3:1])[CH:4]=[CH:5][C:6]=4[CH2:7][C@@H:8]1[C@@H:9]2[CH2:10][CH2:11][O:12][CH2:13]3)[CH:21]=[CH2:20] |f:2.3.4|. Reported procedure: A mixture of 3-methoxy-6-oxamorphinan (VIII) (0.005 m), allyl bromide (0.006 m) and potassium carbonate (2 g) in 20 ml acetonitrile is heated at reflux for 18 hours. The mixture is filtered and the filtrate concentrated. The residue is treated with water and extracted with ethyl acetate. The extracts are dried (Na2SO4) and concentrated to give the title compound. The reactants are C(=O)(OC(C)(C)C)C1=CC=C(C=C1)C=CC1=CC=C(C=C1)C1=CC=C(C=C1)C(=O)OCC (1-(4-Carbo-tert.-butoxyphenyl)-2-(4'-carbethoxybiphenyl-4-yl)-ethene), C1(=CC=C(C=C1)S(=O)(=O)O)C (p-toluene sulphonic acid). The solvent is C1(=CC=CC=C1)C (toluene). Conditions: time 4 hour. Yields the product C(=O)(O)C1=CC=C(C=C1)\C=C/C1=CC=C(C=C1)C1=CC=C(C=C1)C(=O)O (Z-1-(4-Carboxyphenyl)-2-(4'-carboxybiphenyl-4-yl)-ethene). As a reaction SMILES: [C:1]([C:8]1[CH:13]=[CH:12][C:11]([CH:14]=[CH:15][C:16]2[CH:21]=[CH:20][C:19]([C:22]3[CH:27]=[CH:26][C:25]([C:28]([O:30]CC)=[O:29])=[CH:24][CH:23]=3)=[CH:18][CH:17]=2)=[CH:10][CH:9]=1)([O:3]C(C)(C)C)=[O:2].C1(C)C=CC(S(O)(=O)=O)=CC=1>C1(C)C=CC=CC=1>[C:1]([C:8]1[CH:13]=[CH:12][C:11](/[CH:14]=[CH:15]\[C:16]2[CH:21]=[CH:20][C:19]([C:22]3[CH:27]=[CH:26][C:25]([C:28]([OH:30])=[O:29])=[CH:24][CH:23]=3)=[CH:18][CH:17]=2)=[CH:10][CH:9]=1)([OH:3])=[O:2]. Reported procedure: 31.2 g of 1-(4-Carbo-tert.-butoxyphenyl)-2-(4'-carbethoxybiphenyl-4-yl)-ethene in 150 ml of absolute toluene are boiled under reflux for 3 hours with 1 g of p-toluene sulphonic acid. The reaction mixture is then evaporated to dryness, 8.68 g of NaOH in 100 ml of H2O and 100 ml of ethanol are added, and the mixture is boiled for 4 hours. It is then filtered hot after the addition of active charcoal, diluted with 200 ml of H2O and extracted twice with CH2Cl2, and the product is precipitated from t... Starting materials: C12NCCNC1CCCC2 (2,5-Diazabicyclo[4.0.4]decane), base, ClC=1C=C(C=CC1Cl)CC(=O)O (3,4-dichlorophenylacetic acid). Yields the product ClC=1C=C(C=CC1Cl)CC(=O)N1C2C(NCC1)CCCC2 (2-(3,4-Dichlorophenylacetyl)-2,5-diazabicyclo[4.0.4]decane). Reaction SMILES: [CH:1]12[CH2:10][CH2:9][CH2:8][CH2:7][CH:6]1[NH:5][CH2:4][CH2:3][NH:2]2.[Cl:11][C:12]1[CH:13]=[C:14]([CH2:19][C:20](O)=[O:21])[CH:15]=[CH:16][C:17]=1[Cl:18]>>[Cl:11][C:12]1[CH:13]=[C:14]([CH2:19][C:20]([N:2]2[CH2:3][CH2:4][NH:5][CH:6]3[CH2:7][CH2:8][CH2:9][CH2:10][CH:1]23)=[O:21])[CH:15]=[CH:16][C:17]=1[Cl:18]. Procedure details: The title compound of Example 15 base (0.49 g, 3.5 mmol) was coupled with 3,4-dichlorophenylacetic acid (1.07 g, 5.2 mmol) as described in Example 5 to give the amide as a crystalline solid: mp 119-120° C. (2-propanol); 1H-NMR (CDCl3) σ 7.39 (d, J=8.3 Hz, 1H), 7.35 (d, J=2.0 Hz, 1H), 7.09 (d, J=8.3 Hz, 1H), 4.48 (m, 1H), 3.66 (br s, 2H), 3.64 (m, 1H), 3.29 and 2.87 (m, 1H), 2.64-2.85 (complex m, 2H), 2.41 and 2.09 (m, 1H), 1.93-2.06 (complex m, 2H), 1.40-1.87 (complex m, 5H), 1.12-1.36 (complex ...